From a dataset of the Open Reaction Database (ORD), a public repository of structured organic reaction records. describe an organic reaction: reactants, conditions, products, and yield Reactants: ClCOCc1ccccc1, Cc1nc(C(C)C)c(Cc2ccccc2)[nH]1, CN(C)C=O, [H-], [Na+], O. Yields the product Cc1nc(C(C)C)c(Cc2ccccc2)n1COCc1ccccc1. RXN SMILES: [CH2:19]([c:20]1[cH:21][cH:22][cH:23][cH:24][cH:25]1)[O:26][CH2:27][Cl:28].[CH2:1]([c:2]1[cH:3][cH:4][cH:5][cH:6][cH:7]1)[c:8]1[c:9]([CH:14]([CH3:15])[CH3:16])[n:10][c:11]([CH3:13])[nH:12]1.[CH3:30][N:31]([CH3:32])[CH:33]=[O:34].[H-:17].[Na+:18].[OH2:29]>>[CH2:1]([c:2]1[cH:3][cH:4][cH:5][cH:6][cH:7]1)[c:8]1[c:9]([CH:14]([CH3:15])[CH3:16])[n:10][c:11]([CH3:13])[n:12]1[CH2:27][O:26][CH2:19][c:20]1[cH:21][cH:22][cH:23][cH:24][cH:25]1. Reactants: BrCCCC=C (5-bromo-1-pentene), C1(C=CC=C1)[Mg]Cl (cyclopentadienyl magnesium chloride). Conditions: temperature 0 celsius, time 30 minute. Product: C=CCC(C)C1=CC=CC1 (penten-4-ylcyclopentadiene). As a reaction SMILES: Br[CH2:2][CH2:3][CH2:4][CH:5]=[CH2:6].[CH:7]1([Mg]Cl)[CH:11]=[CH:10][CH:9]=[CH:8]1>>[CH2:2]=[CH:3][CH2:4][CH:5]([C:8]1[CH2:7][CH:11]=[CH:10][CH:9]=1)[CH3:6]. Reported procedure: To 5-bromo-1-pentene (100 g of 95 wt %, 0.637 mol) was added cyclopentadienyl magnesium chloride (700 mL of 1 M solution in THF, 0.7 mol) at 0° C. in an hour. After stirring for an additional 30 minutes at 0° C., the mixture was warmed to room temperature. After stifling overnight, the reaction was quenched with a mixture of ice and water. The mixture was extracted with pentane. The organic layer was washed with water and dried over anhydrous sodium sulfate. Removal of the solvent under vacuum a... Starting materials: CC(=O)[O-], CN(C)C=O, ClCc1csc(-c2ccccc2)n1, [Na+], O. Product: OCc1csc(-c2ccccc2)n1. As a reaction SMILES: [CH3:15][C:16]([O-:17])=[O:18].[CH3:19][N:20]([CH3:21])[CH:22]=[O:23].[Cl:1][CH2:2][c:3]1[n:4][c:5](-[c:8]2[cH:9][cH:10][cH:11][cH:12][cH:13]2)[s:6][cH:7]1.[Na+:14].[OH2:24]>>[CH2:2]([c:3]1[n:4][c:5](-[c:8]2[cH:9][cH:10][cH:11][cH:12][cH:13]2)[s:6][cH:7]1)[OH:17]. Starting materials: P(=O)([O-])([O-])[O-].[K+].[K+].[K+] (Potassium phosphate), C(C)OC(CC1=CC(=NC=C1[N+](=O)[O-])Br)=O ((2-Bromo-5-nitro-pyridin-4-yl)-acetic acid ethyl ester), [Na+].[Cl-] (NaCl), CN1CCNCC1 (1-methyl piperazine). The reagents and catalysts are C(C1=CC=CC=C1)=CC(=O)C=CC1=CC=CC=C1.[Pd] (palladium dibenzylideneacetone), C(C)(C)(C)P(C(C)(C)C)[C-]1C=CC=C1.C1(=CC=CC=C1)C1=C(C(=C([C-]1C1=CC=CC=C1)C1=CC=CC=C1)C1=CC=CC=C1)C1=CC=CC=C1.[Fe+2] (di-tert-butylphosphino pentaphenylferrocene). Solvent: COCCOC (1,2-dimethoxyethane), O (water), CCOC(=O)C (EtOAc). Run at time 10 minute. Product: C(C)OC(CC1=CC(=NC=C1[N+](=O)[O-])N1CCN(CC1)C)=O ([2-(4-Methyl-piperazin-1-yl)-5-nitro-pyridin-4-yl]-acetic acid ethyl ester). RXN SMILES: P([O-])([O-])([O-])=O.[K+].[K+].[K+].[CH2:9]([O:11][C:12](=[O:24])[CH2:13][C:14]1[C:19]([N+:20]([O-:22])=[O:21])=[CH:18][N:17]=[C:16](Br)[CH:15]=1)[CH3:10].[CH3:25][N:26]1[CH2:31][CH2:30][NH:29][CH2:28][CH2:27]1.[Na+].[Cl-]>COCCOC.CCOC(C)=O.O.C(=CC(C=CC1C=CC=CC=1)=O)C1C=CC=CC=1.[Pd].C(P([C-]1C=CC=C1)C(C)(C)C)(C)(C)C.C1(C2[C-](C3C=CC=CC=3)C(C3C=CC=CC=3)=C(C3C=CC=CC=3)C=2C2C=CC=CC=2)C=CC=CC=1.[Fe+2]>[CH2:9]([O:11][C:12](=[O:24])[CH2:13][C:14]1[C:19]([N+:20]([O-:22])=[O:21])=[CH:18][N:17]=[C:16]([N:29]2[CH2:30][CH2:31][N:26]([CH3:25])[CH2:27][CH2:28]2)[CH:15]=1)[CH3:10] |f:0.1.2.3,6.7,11.12,13.14.15|. Procedure: Potassium phosphate (2.48 g, 11.67 mmol) is dried at 120° C. under high vacuum for 45 minutes. After cooling to RT and venting with dry argon, palladium dibenzylideneacetone (Pd2(dba)3, 24 mg, 0.026 mmol) and di-tert-butylphosphino pentaphenylferrocene (37 mg, 0.052 mmol) are added. (2-Bromo-5-nitro-pyridin-4-yl)-acetic acid ethyl ester (750 mg, 2.59 mmol), dissolved in 1,2-dimethoxyethane (10 ml, dried by passing through a column of basic aluminium oxide), and 1-methyl piperazine (780 mg, 7.78 ... Reactants: Cl.N1N=CC(=C1)C1=CC2=C(N(C=N2)C=2C=C(C=CC2)NC(=O)NCC(F)(F)F)C=C1 (N-{3-[5-(1H-pyrazol-4-yl)-1H-benzimidazol-1-yl]phenyl}-N′-(2,2,2-trifluoroethyl)urea HCl salt), FC(/C=C/C#N)(F)F ((2E)-4,4,4-trifluorobut-2-enenitrile), N12CCCCCC2=NCCC1 (1,8-diazabicyclo[5.4.0]undec-7-ene). Solvent: C(C)#N (acetonitrile). Conditions: temperature 80 celsius. Yields the product C(#N)CC(C(F)(F)F)N1N=CC(=C1)C1=CC2=C(N(C=N2)C=2C=C(C=CC2)NC(=O)NCC(F)(F)F)C=C1 (N-[3-(5-{1-[1-(cyanomethyl)-2,2,2-trifluoroethyl]-1H-pyrazol-4-yl}-1H-benzimidazol-1-yl)phenyl]-N′-(2,2,2-trifluoroethyl)urea). As a reaction SMILES: Cl.[NH:2]1[CH:6]=[C:5]([C:7]2[CH:30]=[CH:29][C:10]3[N:11]([C:14]4[CH:15]=[C:16]([NH:20][C:21]([NH:23][CH2:24][C:25]([F:28])([F:27])[F:26])=[O:22])[CH:17]=[CH:18][CH:19]=4)[CH:12]=[N:13][C:9]=3[CH:8]=2)[CH:4]=[N:3]1.[F:31][C:32]([F:38])([F:37])/[CH:33]=[CH:34]/[C:35]#[N:36].N12CCCN=C1CCCCC2>C(#N)C>[C:35]([CH2:34][CH:33]([N:2]1[CH:6]=[C:5]([C:7]2[CH:30]=[CH:29][C:10]3[N:11]([C:14]4[CH:15]=[C:16]([NH:20][C:21]([NH:23][CH2:24][C:25]([F:28])([F:27])[F:26])=[O:22])[CH:17]=[CH:18][CH:19]=4)[CH:12]=[N:13][C:9]=3[CH:8]=2)[CH:4]=[N:3]1)[C:32]([F:38])([F:37])[F:31])#[N:36] |f:0.1|. Reported procedure: To a solution of N-{3-[5-(1H-pyrazol-4-yl)-1H-benzimidazol-1-yl]phenyl}-N′-(2,2,2-trifluoroethyl)urea HCl salt (20.0 mg, 0.0458 mmol) in acetonitrile (1 mL) was added (2E)-4,4,4-trifluorobut-2-enenitrile (8.3 mg, 0.069 mmol) and 1,8-diazabicyclo[5.4.0]undec-7-ene (14 μL, 0.092 mmol). The solution was stirred and heated at 80° C. for several hours. The reaction solution was concentrated under reduced pressure to dryness. The residue was dissolved in MeOH, and purified by RP-HPLC (pH=10) to afford... Starting materials: CCO, Cl, Cc1cn(N)cn1, CC(C)(C)c1cc(C=O)cc(C(C)(C)C)c1O. Product: Cc1cn(N=Cc2cc(C(C)(C)C)c(O)c(C(C)(C)C)c2)cn1. Reaction SMILES: [CH3:26][CH2:27][OH:28].[ClH:1].[NH2:2][n:3]1[cH:4][n:5][c:6]([CH3:8])[cH:7]1.[OH:9][c:10]1[c:11]([C:22]([CH3:23])([CH3:24])[CH3:25])[cH:12][c:13]([CH:14]=[O:15])[cH:16][c:17]1[C:18]([CH3:19])([CH3:20])[CH3:21]>>[N:2]([n:3]1[cH:4][n:5][c:6]([CH3:8])[cH:7]1)=[CH:14][c:13]1[cH:12][c:11]([C:22]([CH3:23])([CH3:24])[CH3:25])[c:10]([OH:9])[c:17]([C:18]([CH3:19])([CH3:20])[CH3:21])[cH:16]1. Reactants: C([O-])([O-])=O.[Na+].[Na+] (sodium carbonate), CC1(OB(OC1(C)C)C1=CC=C(C=C1)N1CCOCC1)C (4-[4-(4,4,5,5-tetramethyl-1,3,2-dioxaborolan-2-yl)phenyl]morpholine), BrC=1C=C(C=CC1)CO ((3-bromophenyl)methanol), COCCOC (DME). The reagents and catalysts are C=1C=CC(=CC1)[P](C=2C=CC=CC2)(C=3C=CC=CC3)[Pd]([P](C=4C=CC=CC4)(C=5C=CC=CC5)C=6C=CC=CC6)([P](C=7C=CC=CC7)(C=8C=CC=CC8)C=9C=CC=CC9)[P](C=1C=CC=CC1)(C=1C=CC=CC1)C=1C=CC=CC1 (Tetrakis(triphenylphosphine)palladium). The solvent is O (water). Reaction conditions: temperature 80 celsius, time 8 hour. The product is N1(CCOCC1)C1=CC=C(C=C1)C1=CC(=CC=C1)CO ([4′-(morpholin-4-yl)biphenyl-3-yl]methanol). The yield is 86.6%. RXN SMILES: C(=O)([O-])[O-].[Na+].[Na+].CC1(C)C(C)(C)OB([C:15]2[CH:20]=[CH:19][C:18]([N:21]3[CH2:26][CH2:25][O:24][CH2:23][CH2:22]3)=[CH:17][CH:16]=2)O1.Br[C:29]1[CH:30]=[C:31]([CH2:35][OH:36])[CH:32]=[CH:33][CH:34]=1.COCCOC>C1C=CC([P]([Pd]([P](C2C=CC=CC=2)(C2C=CC=CC=2)C2C=CC=CC=2)([P](C2C=CC=CC=2)(C2C=CC=CC=2)C2C=CC=CC=2)[P](C2C=CC=CC=2)(C2C=CC=CC=2)C2C=CC=CC=2)(C2C=CC=CC=2)C2C=CC=CC=2)=CC=1.O>[N:21]1([C:18]2[CH:17]=[CH:16][C:15]([C:29]3[CH:34]=[CH:33][CH:32]=[C:31]([CH2:35][OH:36])[CH:30]=3)=[CH:20][CH:19]=2)[CH2:22][CH2:23][O:24][CH2:25][CH2:26]1 |f:0.1.2,^1:46,48,67,86|. Procedure details: Tetrakis(triphenylphosphine)palladium (36 mg) and sodium carbonate (330 mg) were added to a mixture of 4-[4-(4,4,5,5-tetramethyl-1,3,2-dioxaborolan-2-yl)phenyl]morpholine (300 mg), (3-bromophenyl)methanol (233 mg), DME (6 ml), and water (3 ml), followed by stirring at 80° C. overnight, and then the reaction mixture was concentrated under reduced pressure. Water and CHCl3 were added to the obtained residue, and the organic layer was dried over MgSO4, and then concentrated under reduced pressure. ...